From a dataset of the Open Reaction Database (ORD), a public repository of structured organic reaction records. describe an organic reaction: reactants, conditions, products, and yield Reactants: (2S,31R)-2-Methyl-[1,3′]bipyrrolidinyl dihydrochloride, C(=O)(OC(C)(C)C)[C@]1(N(CCCC1)C1CCNCC1)C (BOC—(S)-2-Methyl-[1,4]bipiperidinyl), S(=O)(=O)([O-])C1=CC=C(C)C=C1 (tosylate). Product: C[C@@H]1N(CCCC1)C1CCNCC1 ((S)-2-Methyl-[1,4]bipiperidinyl). Yield: 94.0%. RXN SMILES: [C:1]([C@:8]1(C)[CH2:13][CH2:12][CH2:11][CH2:10][N:9]1[CH:14]1[CH2:19][CH2:18][NH:17][CH2:16][CH2:15]1)(OC(C)(C)C)=O.S(C1C=CC(C)=CC=1)([O-])(=O)=O>>[CH3:1][C@H:8]1[CH2:13][CH2:12][CH2:11][CH2:10][N:9]1[CH:14]1[CH2:19][CH2:18][NH:17][CH2:16][CH2:15]1. Procedure details: The title compound was prepared in a manner substantially the same as intermediate (2S,31R)-2-Methyl-[1,3′]bipyrrolidinyl dihydrochloride by acid hydrolysis of BOC—(S)-2-Methyl-[1,4]bipiperidinyl which was synthesized by condensation of corresponding tosylate with (S)-(−)-2-methylpiperindine to get 1.37 g (94% yield) of the title product as a clear oil.